From a dataset of the Open Reaction Database (ORD), a public repository of structured organic reaction records. describe an organic reaction: reactants, conditions, products, and yield Starting materials: N1C=CC2=CC=CC=C12 (Indole), C1COC2(CCC(CC2)=O)O1 (1,4-cyclohexanedione monoethylene ketal), [OH-].[K+] (potassium hydroxide). The solvent is CO (methanol). Yields the product O1CCOC12CC=C(CC2)C2=CNC1=CC=CC=C21 (3-(1,4-Dioxa-spiro[4,5]dec-7-en-8-yl)-1H-indole). The yield is 89.1%. As a reaction SMILES: [NH:1]1[C:9]2[C:4](=[CH:5][CH:6]=[CH:7][CH:8]=2)[CH:3]=[CH:2]1.[CH2:10]1[O:20][C:13]2([CH2:18][CH2:17][C:16](=O)[CH2:15][CH2:14]2)[O:12][CH2:11]1.[OH-].[K+]>CO>[O:12]1[C:13]2([CH2:18][CH2:17][C:16]([C:3]3[C:4]4[C:9](=[CH:8][CH:7]=[CH:6][CH:5]=4)[NH:1][CH:2]=3)=[CH:15][CH2:14]2)[O:20][CH2:10][CH2:11]1 |f:2.3|. Reported procedure: Indole (4.69, 40 mmol), 1,4-cyclohexanedione monoethylene ketal (6.3 g, 40 mmol) and potassium hydroxide (13.2 g, 200 mmol) were heated to reflux in 70 ml methanol for 6 hours. The reaction was cooled and the product was isolated by filtration and washed with water to give 9.1 g (89%) of product.